From a dataset of the Open Reaction Database (ORD), a public repository of structured organic reaction records. describe an organic reaction: reactants, conditions, products, and yield The reactants are CC1=C(C=CC(=C1)N1CC(CC1)N1C(CCC1)C)N (2-methyl-4-(2-methyl-[1,3′]bipyrrolidinyl-1′-yl)-phenylamine), C(CC)OC(C)C1=CC=C(C(=O)O)C=C1 (4-(1-propoxy-ethyl)-benzoic acid). Yields the product CC1=C(C=CC(=C1)N1CC(CC1)N1C(CCC1)C)NC(C1=CC=C(C=C1)C(C)OCCC)=O (N-[2-Methyl-4-(2-methyl-[1,3′]bipyrrolidinyl-1′-yl)-phenyl]-4-(1-propoxy-ethyl)-benzamide). RXN SMILES: [CH3:1][C:2]1[CH:7]=[C:6]([N:8]2[CH2:12][CH2:11][CH:10]([N:13]3[CH2:17][CH2:16][CH2:15][CH:14]3[CH3:18])[CH2:9]2)[CH:5]=[CH:4][C:3]=1[NH2:19].[CH2:20]([O:23][CH:24]([C:26]1[CH:34]=[CH:33][C:29]([C:30](O)=[O:31])=[CH:28][CH:27]=1)[CH3:25])[CH2:21][CH3:22]>>[CH3:1][C:2]1[CH:7]=[C:6]([N:8]2[CH2:12][CH2:11][CH:10]([N:13]3[CH2:17][CH2:16][CH2:15][CH:14]3[CH3:18])[CH2:9]2)[CH:5]=[CH:4][C:3]=1[NH:19][C:30](=[O:31])[C:29]1[CH:33]=[CH:34][C:26]([CH:24]([O:23][CH2:20][CH2:21][CH3:22])[CH3:25])=[CH:27][CH:28]=1. Procedure: The title compound was prepared in a manner substantially the same as example 1 by coupling 2-methyl-4-(2-methyl-[1,3′]bipyrrolidinyl-1′-yl)-phenylamine with 4-(1-propoxy-ethyl)-benzoic acid. MS: 463.3 (M+H).